This data is from the Open Reaction Database (ORD), a public repository of structured organic reaction records. The task is: describe an organic reaction: reactants, conditions, products, and yield The reactants are C(C1=CC=CC=C1)[C@H]1N(C(OC1)=O)C(CC(C)C)=O ((R)-4-benzyl-3-(3-methylbutanoyl)oxazolidin-2-one), ClCOCC1=CC=CC=C1 (((Chloromethoxy)methyl)benzene), CCN(C(C)C)C(C)C (DIEA). The reagents and catalysts are Cl[Ti](Cl)(Cl)Cl (TiCl4). The solvent is C(Cl)Cl (CH2Cl2). Conditions: time 15 minute. Yields the product C(C1=CC=CC=C1)[C@H]1N(C(OC1)=O)C([C@@H](C(C)C)COCC1=CC=CC=C1)=O ((R)-4-benzyl-3-((S)-2-(benzyloxymethyl)-3-methylbutanoyl)oxazolidin-2-one). Yield: 49.8%. Reaction SMILES: [CH2:1]([C@@H:8]1[CH2:12][O:11][C:10](=[O:13])[N:9]1[C:14](=[O:19])[CH2:15][CH:16]([CH3:18])[CH3:17])[C:2]1[CH:7]=[CH:6][CH:5]=[CH:4][CH:3]=1.CCN(C(C)C)C(C)C.Cl[CH2:30][O:31][CH2:32][C:33]1[CH:38]=[CH:37][CH:36]=[CH:35][CH:34]=1>C(Cl)Cl.Cl[Ti](Cl)(Cl)Cl>[CH2:1]([C@@H:8]1[CH2:12][O:11][C:10](=[O:13])[N:9]1[C:14](=[O:19])[C@H:15]([CH2:30][O:31][CH2:32][C:33]1[CH:38]=[CH:37][CH:36]=[CH:35][CH:34]=1)[CH:16]([CH3:17])[CH3:18])[C:2]1[CH:3]=[CH:4][CH:5]=[CH:6][CH:7]=1. Procedure: To a stirred solution of (R)-4-benzyl-3-(3-methylbutanoyl)oxazolidin-2-one (209 g, 0.80 mol) in absolute CH2Cl2 (3 L) at 0° C. under N2 was added dropwise TiCl4 (92.2 mL, 0.84 mol) over 30 min. After 15 min, DIEA (0.864 mol) was added dropwise over 15 min, and stirring was continued for 1 h at 0° C. ((Chloromethoxy)methyl)benzene (222 mL, 1.60 mol) was added dropwise over 90 min at 0° C. After stirring for 20 h at 0° C., the reaction was quenched by addition of 10% aq NH4Cl (800 mL) and H2O (1 L...